This data is from the Open Reaction Database (ORD), a public repository of structured organic reaction records. The task is: describe an organic reaction: reactants, conditions, products, and yield Starting materials: O=C([O-])O, CO, FC(F)(F)c1ccc(CBr)cc1, [K+], CC(=O)Nc1ccc(C(=O)NS(=O)(=O)c2ccccc2)cc1N. The product is CC(=O)Nc1ccc(C(=O)NS(=O)(=O)c2ccccc2)cc1NCc1ccc(C(F)(F)F)cc1. RXN SMILES: [C:36](=[O:37])([OH:38])[O-:39].[CH3:41][OH:42].[F:24][C:25]([c:26]1[cH:27][cH:28][c:29]([CH2:30][Br:31])[cH:32][cH:33]1)([F:34])[F:35].[K+:40].[c:1]1([S:7](=[O:8])(=[O:9])[NH:10][C:11]([c:12]2[cH:13][c:14]([NH2:22])[c:15]([NH:18][C:19]([CH3:20])=[O:21])[cH:16][cH:17]2)=[O:23])[cH:2][cH:3][cH:4][cH:5][cH:6]1>>[c:1]1([S:7](=[O:8])(=[O:9])[NH:10][C:11]([c:12]2[cH:13][c:14]([NH:22][CH2:30][c:29]3[cH:28][cH:27][c:26]([C:25]([F:24])([F:34])[F:35])[cH:33][cH:32]3)[c:15]([NH:18][C:19]([CH3:20])=[O:21])[cH:16][cH:17]2)=[O:23])[cH:2][cH:3][cH:4][cH:5][cH:6]1. Starting materials: Cl.NCCS (2-Aminoethanethiol hydrochloride), [H-].[Na+] (sodium hydride), C(C1=CC=CC=C1)N1C(=C(C2=CC=CC=C12)S(=O)(=O)C)Cl (1-benzyl-2-chloro-3-methylsulfonylindole). Run in O (water), CN(C=O)C (dimethylformamide). Product: C(C1=CC=CC=C1)N1C(=C(C2=CC=CC=C12)S(=O)(=O)C)SCCN (1-Benzyl-2-aminoethylthio-3-methanesulfonylindole). Reaction SMILES: Cl.[NH2:2][CH2:3][CH2:4][SH:5].[H-].[Na+].[CH2:8]([N:15]1[C:23]2[C:18](=[CH:19][CH:20]=[CH:21][CH:22]=2)[C:17]([S:24]([CH3:27])(=[O:26])=[O:25])=[C:16]1Cl)[C:9]1[CH:14]=[CH:13][CH:12]=[CH:11][CH:10]=1>CN(C)C=O.O>[CH2:8]([N:15]1[C:23]2[C:18](=[CH:19][CH:20]=[CH:21][CH:22]=2)[C:17]([S:24]([CH3:27])(=[O:26])=[O:25])=[C:16]1[S:5][CH2:4][CH2:3][NH2:2])[C:9]1[CH:14]=[CH:13][CH:12]=[CH:11][CH:10]=1 |f:0.1,2.3|. Reported procedure: 2-Aminoethanethiol hydrochloride (0.419 g, 3.12 mmol) was added to a stirred suspension of sodium hydride (0.314 g, 50% in mineral oil, 6.56 mmol) in anhydrous dimethylformamide (30 ml) and after 1 hour, 1-benzyl-2-chloro-3-methylsulfonylindole (1.0 g, 3.29 mmol) was added. One half hour thereafter the solution was diluted with water, the product extracted with ether, the extract dried over sodium sulfate and evaporated in vacuo. The product was obtained as a solid, M.P.-95°-96°. Reaction SMILES: [CH3:25][OH:26].[ClH:1].[O:2]=[c:3]1[cH:4][cH:5][c:6]([C:16]2([NH:22][CH:23]=[O:24])[CH2:17][CH2:18][CH2:19][CH2:20][CH2:21]2)[cH:7][n:8]1[CH2:9][c:10]1[cH:11][cH:12][cH:13][cH:14][cH:15]1>>[ClH:1].[O:2]=[c:3]1[cH:4][cH:5][c:6]([C:16]2([NH2:22])[CH2:17][CH2:18][CH2:19][CH2:20][CH2:21]2)[cH:7][n:8]1[CH2:9][c:10]1[cH:11][cH:12][cH:13][cH:14][cH:15]1. Product: Cl, NC1(c2ccc(=O)n(Cc3ccccc3)c2)CCCCC1. The reactants are CO, Cl, O=CNC1(c2ccc(=O)n(Cc3ccccc3)c2)CCCCC1. Reactants: CC(=O)OCC1CC(O[Si](C)(C)C(C)(C)C)CC(=O)O1, C1CCOC1, CO. The product is CC(C)(C)[Si](C)(C)OC1CC(=O)OC(CO)C1. As a reaction SMILES: [C:1](=[O:2])([CH3:3])[O:4][CH2:5][CH:6]1[O:7][C:8](=[O:20])[CH2:9][CH:10]([O:12][Si:13]([CH3:14])([CH3:15])[C:16]([CH3:17])([CH3:18])[CH3:19])[CH2:11]1.[CH2:23]1[O:24][CH2:25][CH2:26][CH2:27]1.[CH3:21][OH:22]>>[OH:4][CH2:5][CH:6]1[O:7][C:8](=[O:20])[CH2:9][CH:10]([O:12][Si:13]([CH3:14])([CH3:15])[C:16]([CH3:17])([CH3:18])[CH3:19])[CH2:11]1. The reactants are CC(=O)O, [BH3-]C#N, CN, CO, [Na+], O=Cc1cc2ccccc2o1. Yields the product CNCc1cc2ccccc2o1. Reaction SMILES: [C:14]([OH:15])(=[O:16])[CH3:17].[C:18](#[N:19])[BH3-:20].[CH3:12][NH2:13].[CH3:22][OH:23].[Na+:21].[o:1]1[c:2]([CH:10]=[O:11])[cH:3][c:4]2[c:5]1[cH:6][cH:7][cH:8][cH:9]2>>[o:1]1[c:2]([CH2:10][NH:19][CH3:18])[cH:3][c:4]2[c:5]1[cH:6][cH:7][cH:8][cH:9]2. The reactants are CC(C)(C)OC(=O)N1CCN(c2cccnc2Cl)CC1, ClCCl, O=C(O)C(F)(F)F. Product: Clc1ncccc1N1CCNCC1. RXN SMILES: [C:1]([O:2][C:3](=[O:4])[N:8]1[CH2:9][CH2:10][N:11]([c:14]2[c:15]([Cl:20])[n:16][cH:17][cH:18][cH:19]2)[CH2:12][CH2:13]1)([CH3:5])([CH3:6])[CH3:7].[Cl:28][CH2:29][Cl:30].[OH:21][C:22]([C:23]([F:24])([F:25])[F:26])=[O:27]>>[NH:8]1[CH2:9][CH2:10][N:11]([c:14]2[c:15]([Cl:20])[n:16][cH:17][cH:18][cH:19]2)[CH2:12][CH2:13]1.